This data is from the Open Reaction Database (ORD), a public repository of structured organic reaction records. The task is: describe an organic reaction: reactants, conditions, products, and yield The reactants are BrCCCCC=C (6-bromo-1-hexene), OC(=O)C1(O)C[C@H](O)[C@@H](N)[C@@H](O1)[C@H](O)[C@H](O)CO (Neu), Cl (hydrochloric acid), ClC1=CC=C(C=C1)Cl (1,4-dichlorobenzene), [Mg] (magnesium). The solvent is O1CCCC1 (tetrahydrofuran), O1CCCC1 (tetrahydrofuran). Run at time 4 hour. The product is C(CCCC=C)C1=CC=C(C=C1)Cl (4-(5-hexenyl)-1-chlorobenzene). The yield is 40.0%. RXN SMILES: Cl[C:2]1[CH:7]=[CH:6][C:5]([Cl:8])=[CH:4][CH:3]=1.[Mg].Br[CH2:11][CH2:12][CH2:13][CH2:14][CH:15]=[CH2:16].OC(C1(O[C@@H]([C@@H]([C@@H](CO)O)O)[C@H](N)[C@@H](O)C1)O)=O.Cl>O1CCCC1>[CH2:16]([C:2]1[CH:7]=[CH:6][C:5]([Cl:8])=[CH:4][CH:3]=1)[CH2:15][CH2:14][CH2:13][CH:12]=[CH2:11]. Procedure details: A solution containing 294 g (2 Mol) of 1,4-dichlorobenzene in 500 ml of anhydrous tetrahydrofuran was added dropwise at 80° C. under nitrogen over a period of 110 minutes to a stirred suspension of 48.6 g (2.0 Mol) of magnesium turnings. The mixture was subsequently heated at 80° to 84° C. for an additional 2 hours, then decanted off from the excess magnesium. The resultant solution of Grignard compound was added dropwise at 80° C. over a period of 30 minutes to a stirred solution containing 194... As a reaction SMILES: [Na].C([C:4](CC)([C:8]([O-:10])=O)C([O-])=O)C.[CH:13]([C:18]1[CH:23]=[CH:22][C:21]([CH:24]=[CH:25][C:26](=[O:28])[CH3:27])=[CH:20][CH:19]=1)=[CH:14][C:15](=[O:17])[CH3:16].[OH-].[K+].[CH2:31]([OH:33])[CH3:32]>O>[C:31]1(=[O:33])[CH2:32][CH:13]([C:18]2[CH:19]=[CH:20][C:21]([CH:24]3[CH2:25][C:26](=[O:28])[CH2:27][C:8](=[O:10])[CH2:4]3)=[CH:22][CH:23]=2)[CH2:14][C:15](=[O:17])[CH2:16]1 |f:3.4,^1:0|. Run in O (water). Isolated yield 100.0%. Run at time 4 hour. Reported procedure: To a solution of sodium metal (2.9 g) in absolute ethanol (170 ml) was added diethylmalonate (20.1 g) and then with warming and stirring of the solution, 1,4-bis(but-1-ene-3-one-1-yl)benzene (12.2 g) was added. The mixture was stirred and refluxed for 1.5 hours and then a solution of potassium hydroxide (16.7 g) in water (150 ml) was added and refluxing was continued for 4 hours. Most of the ethanol was removed by distillation and the cooled aqueous residue was washed with ether to remove any or... The reactants are [OH-].[K+] (potassium hydroxide), [Na] (sodium), C(C)C(C(=O)[O-])(C(=O)[O-])CC (diethylmalonate), C(C)O (ethanol), C(=CC(C)=O)C1=CC=C(C=C1)C=CC(C)=O (1,4-bis(but-1-ene-3-one-1-yl)benzene). The product is C1(CC(CC(C1)C1=CC=C(C=C1)C1CC(CC(C1)=O)=O)=O)=O (1,4-bis(cyclohexane-1,3-dione-5-yl)benzene). The reactants are C(C=C)C1=CC=2C(C3=CC=CC=C3OC2C(=C1O)C)=O (2-allyl-3-hydroxy-4-methyl-9-oxo-9H-xanthene), C(Cl)(Cl)Cl (chloroform), ClC1=CC(=CC=C1)C(=O)OO (m-chloroperbenzoic acid), C([O-])([O-])=O.[K+].[K+] (potassium carbonate). Run in O (water). Conditions: time 5 hour. Yields the product OCC1CC2=CC=3C(C=4C=CC=CC4OC3C(=C2O1)C)=O (2,3-dihydro-2-hydroxymethyl-11-methyl-5-oxo-5H-furo[3,2-b]xanthene). The yield is 85.8%. Reaction SMILES: [CH2:1]([C:4]1[C:17]([OH:18])=[C:16]([CH3:19])[C:15]2[O:14][C:13]3[C:8](=[CH:9][CH:10]=[CH:11][CH:12]=3)[C:7](=[O:20])[C:6]=2[CH:5]=1)[CH:2]=[CH2:3].C(Cl)(Cl)Cl.ClC1C=CC=C(C(OO)=[O:33])C=1.C(=O)([O-])[O-].[K+].[K+]>O>[OH:33][CH2:3][CH:2]1[O:18][C:17]2[C:4](=[CH:5][C:6]3[C:7](=[O:20])[C:8]4[CH:9]=[CH:10][CH:11]=[CH:12][C:13]=4[O:14][C:15]=3[C:16]=2[CH3:19])[CH2:1]1 |f:3.4.5|. Procedure details: To a mixture of 2-allyl-3-hydroxy-4-methyl-9-oxo-9H-xanthene (11 g) and chloroform (800 ml), 9.5 g of m-chloroperbenzoic acid was added and the resulting mixture was stirred at room temperature for 5 hours, followed by standing overnight. To the mixture, potassium carbonate (20 g) and water (500 ml) were added and the resulting mixture was subjected to extraction with chloroform. The chloroform layer was dried and the solvent was distilled off. The residue was recrystallized from ethanol to obta... The reactants are O (water), [H-].[Na+] (sodium hydride), S1C(=NC2=C1C=CC=C2)COC2=CC(=C(C=C2)NC(OC)=O)C (methyl N-[4-(benzothiazol-2-ylmethoxy)-2-methylphenyl]carbamate), ClC(C(=O)Cl)C (2-chloropropionyl chloride). The solvent is CN(C=O)C (dimethylformamide). Run at time 15 minute. Yields the product S1C(=NC2=C1C=CC=C2)COC2=CC(=C(C=C2)N(C(C(C)Cl)=O)C(=O)OC)C (N-[4-(Benzothiazol-2-ylmethoxy)-2-methylphenyl]-N-methoxycarbonyl-2-chloropropionamide). The yield is 54.0%. As a reaction SMILES: [H-].[Na+].[S:3]1[C:7]2[CH:8]=[CH:9][CH:10]=[CH:11][C:6]=2[N:5]=[C:4]1[CH2:12][O:13][C:14]1[CH:19]=[CH:18][C:17]([NH:20][C:21](=[O:24])[O:22][CH3:23])=[C:16]([CH3:25])[CH:15]=1.[Cl:26][CH:27]([CH3:31])[C:28](Cl)=[O:29].O>CN(C)C=O>[S:3]1[C:7]2[CH:8]=[CH:9][CH:10]=[CH:11][C:6]=2[N:5]=[C:4]1[CH2:12][O:13][C:14]1[CH:19]=[CH:18][C:17]([N:20]([C:21]([O:22][CH3:23])=[O:24])[C:28](=[O:29])[CH:27]([Cl:26])[CH3:31])=[C:16]([CH3:25])[CH:15]=1 |f:0.1|. Reported procedure: 18 mg of sodium hydride (as a 60% w/w dispersion in mineral oil) were added to a solution of 100 mg of methyl N-[4-(benzothiazol-2-ylmethoxy)-2-methylphenyl]carbamate (prepared as described in Example 22 above) in 4 ml of dimethylformamide cooled in an ice-water bath. The resulting mixture was stirred for 15 minutes at the same temperature, after which 0.059 mi of 2-chloropropionyl chloride were added. The temperature of the resulting mixture was elevated to room temperature and the mixture was ... Starting materials: CN(CC=O)C(=O)OC(C)(C)C, [BH3-]C#N, CC(=O)O, CO, Nc1ccc2nc(NC3CCc4ccccc43)ccc2c1, [Na+]. The product is CN(CCNc1ccc2nc(NC3CCc4ccccc43)ccc2c1)C(=O)OC(C)(C)C. As a reaction SMILES: [C:26]([CH3:27])([CH3:28])([CH3:29])[O:30][C:31]([N:32]([CH2:33][CH:34]=[O:35])[CH3:36])=[O:37].[C:38]([BH3-:39])#[N:40].[CH3:22][C:23](=[O:24])[OH:25].[CH3:42][OH:43].[CH:1]1([NH:10][c:11]2[n:12][c:13]3[cH:14][cH:15][c:16]([NH2:21])[cH:17][c:18]3[cH:19][cH:20]2)[CH2:2][CH2:3][c:4]2[cH:5][cH:6][cH:7][cH:8][c:9]21.[Na+:41]>>[CH:1]1([NH:10][c:11]2[n:12][c:13]3[cH:14][cH:15][c:16]([NH:21][CH2:34][CH2:33][N:32]([C:31]([O:30][C:26]([CH3:27])([CH3:28])[CH3:29])=[O:37])[CH3:36])[cH:17][c:18]3[cH:19][cH:20]2)[CH2:2][CH2:3][c:4]2[cH:5][cH:6][cH:7][cH:8][c:9]21. The reactants are C(C1CO1)OC1=C(C=CC=C1C(C)CC)C(C)CC (2,6-bis(sec-butyl)phenyl glycidyl ether), N (ammonia). Run in O (water). Conditions: temperature 80 celsius, time 1 hour. Yields the product OC(CN)COC1=C(C=CC=C1C(C)CC)C(C)CC (2-Hydroxy-3-[2,6-bis(sec-butyl)phenoxy]propylamine). Reaction SMILES: [CH2:1]([O:5][C:6]1[C:11]([CH:12]([CH2:14][CH3:15])[CH3:13])=[CH:10][CH:9]=[CH:8][C:7]=1[CH:16]([CH2:18][CH3:19])[CH3:17])[CH:2]1[O:4][CH2:3]1.[NH3:20]>O>[OH:4][CH:2]([CH2:1][O:5][C:6]1[C:11]([CH:12]([CH2:14][CH3:15])[CH3:13])=[CH:10][CH:9]=[CH:8][C:7]=1[CH:16]([CH2:18][CH3:19])[CH3:17])[CH2:3][NH2:20]. Reported procedure: A 2.5 liter autoclave is charged, at room temperature and under nitrogen blanketing, with 440 g (1.667 mol) of 2,6-bis(sec-butyl)phenyl glycidyl ether and 30.2 g of water. Then 698.5 g (41.08 mol) of ammonia gas is blown in under pressure over 5 minutes and the reaction mixture is thereafter heated to 80° C. over 2 hours. After 1 hour at 80° C., the reaction mixture is cooled to room temperature, the pressure in the system is removed and the reaction product is concentrated on a rotary evaporato... Reaction SMILES: N(C(OCCOC)=O)=NC(OCCOC)=O.[CH3:17][C:18]1[CH:23]=[C:22]([N+:24]([O-:26])=[O:25])[C:21]([CH3:27])=[CH:20][C:19]=1[OH:28].[CH2:29]([CH:32]1[CH2:34][CH:33]1[CH2:35]O)[CH2:30][CH3:31].C1(P(C2C=CC=CC=2)C2C=CC=CC=2)C=CC=CC=1.C(=O)(O)[O-].[Na+]>C1(C)C=CC=CC=1>[CH3:17][C:18]1[CH:23]=[C:22]([N+:24]([O-:26])=[O:25])[C:21]([CH3:27])=[CH:20][C:19]=1[O:28][CH2:35][CH:33]1[CH2:34][CH:32]1[CH2:29][CH2:30][CH3:31] |f:4.5|. Reported procedure: 3.84 g of Bis(2-methoxyethyl) azodicarboxylate was added to a mixture of 2.11 g of 2,5-dimethyl-4-nitrophenol, 1.44 g of (2-propylcyclopropyl)methanol, 3.97 g of triphenylphosphine and 100 mL of toluene at 0° C., and the mixture was stirred at 80° C. for 4 hours. After cooling, a saturated aqueous sodium bicarbonate solution was added, and the mixture was extracted with ethyl acetate, and then the organic layer was washed with water and saturated salt water and dried over anhydrous magnesium sul... The solvent is C1(=CC=CC=C1)C (toluene). The yield is 75.9%. Product: CC1=C(C=C(C(=C1)[N+](=O)[O-])C)OCC1C(C1)CCC (2,5-dimethyl-4-nitro-1-[(2-propylcyclopropyl)methoxy]benzene). Reaction conditions: temperature 80 celsius, time 4 hour. Starting materials: N(=NC(=O)OCCOC)C(=O)OCCOC (Bis(2-methoxyethyl) azodicarboxylate), CC1=C(C=C(C(=C1)[N+](=O)[O-])C)O (2,5-dimethyl-4-nitrophenol), C(CC)C1C(C1)CO ((2-propylcyclopropyl)methanol), C1(=CC=CC=C1)P(C1=CC=CC=C1)C1=CC=CC=C1 (triphenylphosphine), C([O-])(O)=O.[Na+] (sodium bicarbonate).